Dataset: the Open Reaction Database (ORD), a public repository of structured organic reaction records. Task: describe an organic reaction: reactants, conditions, products, and yield The reactants are O (water), OCC1=CC=CC(=N1)OC[C@H]1N(CCCC1)C(=O)OC(C)(C)C (tert-Butyl (2S)-2-({[6-(hydroxymethyl)pyridin-2-yl]oxy}methyl)piperidine-1-carboxylate), CCN(C(C)C)C(C)C (DIPEA), CS(=O)(=O)Cl (Methanesulfonyl chloride). Run in C(Cl)Cl (DCM), C(Cl)Cl (DCM). Reaction conditions: time 2 hour. The product is CS(=O)(=O)OCC1=CC=CC(=N1)OC[C@H]1N(CCCC1)C(=O)OC(C)(C)C (tert-Butyl (2S)-2-{[(6-{[(methylsulfonyl)oxy]methyl}pyridin-2-yl)oxy]methyl}piperidine-1-carboxylate). Yield: 104.2%. RXN SMILES: [OH:1][CH2:2][C:3]1[N:8]=[C:7]([O:9][CH2:10][C@@H:11]2[CH2:16][CH2:15][CH2:14][CH2:13][N:12]2[C:17]([O:19][C:20]([CH3:23])([CH3:22])[CH3:21])=[O:18])[CH:6]=[CH:5][CH:4]=1.CCN(C(C)C)C(C)C.[CH3:33][S:34](Cl)(=[O:36])=[O:35].O>C(Cl)Cl>[CH3:33][S:34]([O:1][CH2:2][C:3]1[N:8]=[C:7]([O:9][CH2:10][C@@H:11]2[CH2:16][CH2:15][CH2:14][CH2:13][N:12]2[C:17]([O:19][C:20]([CH3:23])([CH3:22])[CH3:21])=[O:18])[CH:6]=[CH:5][CH:4]=1)(=[O:36])=[O:35]. Procedure: tert-Butyl (2S)-2-({[6-(hydroxymethyl)pyridin-2-yl]oxy}methyl)piperidine-1-carboxylate (520 mg, 1.61 mmol) and DIPEA (0.842 ml, 4.84 mmol) dissolved in DCM (10 ml) was cooled using an ice bath. Methanesulfonyl chloride (0.191 ml, 2.419 mmol) was added and the reaction stirred for 2 h. DCM (150 ml) and water (150 ml) were added and the phases separated. The organic phase washed with water (150 ml), dried through a phase separator and evaporated in vacuo, yielding the title compound as a light yel... The reactants are C(=O)(Cl)Cl (phosgene), C(C)(C)(C)OC(=O)NC1=C(SC=C1)C(=O)NN (3-(tert-butoxycarbonylamino)thiophene-2-carboxylic hydrazide), O (water). Run in C1CCOC1 (THF). Reaction conditions: time 1 hour. Product: O=C1NN=C(O1)C=1SC=CC1NC(OC(C)(C)C)=O (tert-Butyl [2-(5-oxo-4,5-dihydro[1,3,4]oxadiazol-2-yl)thiophen-3-yl]carbamate). As a reaction SMILES: [C:1](Cl)(Cl)=[O:2].[C:5]([O:9][C:10]([NH:12][C:13]1[CH:17]=[CH:16][S:15][C:14]=1[C:18]([NH:20][NH2:21])=[O:19])=[O:11])([CH3:8])([CH3:7])[CH3:6].O>C1COCC1>[O:2]=[C:1]1[O:19][C:18]([C:14]2[S:15][CH:16]=[CH:17][C:13]=2[NH:12][C:10](=[O:11])[O:9][C:5]([CH3:8])([CH3:6])[CH3:7])=[N:20][NH:21]1. Procedure details: 4 ml of a 20% toluenic phosgene solution are added dropwise to a solution of 240 mg of 3-(tert-butoxycarbonylamino)thiophene-2-carboxylic hydrazide in 5 ml of THF and the mixture is stirred at RT. After one hour, the mixture is admixed with 10 ml of water and, after brief digestion, extracted with ethyl acetate. After the ethyl acetate phase has been dried over sodium sulfate, the mixture is concentrated under reduced pressure and the remaining residue is used further without further purificatio...